Dataset: the Open Reaction Database (ORD), a public repository of structured organic reaction records. Task: describe an organic reaction: reactants, conditions, products, and yield The reactants are C(=O)([O-])[O-].[Na+].[Na+] (Na2CO3), C(CC(=O)C)(=O)OC (methyl acetoacetate), C(CC)N (1-propylamine), C(C)(=O)O[BH-](OC(C)=O)OC(C)=O.[Na+] (sodium triacetoxyborohydride). The solvent is C(Cl)(Cl)Cl (chloroform), C(C)(=O)O (acetic acid), ClCCCl (1,2-dichloroethane). Reaction conditions: time 4 day. Yields the product C(CC)NC(C(=O)OC)CC ((±)-methyl 2-(1-propylamino)butyrate). Reaction SMILES: [C:1]([O:7][CH3:8])(=[O:6])[CH2:2][C:3]([CH3:5])=O.[CH2:9]([NH2:12])[CH2:10][CH3:11].C(O[BH-](OC(=O)C)OC(=O)C)(=O)C.[Na+].C([O-])([O-])=O.[Na+].[Na+]>C(Cl)(Cl)Cl.C(O)(=O)C.ClCCCl>[CH2:9]([NH:12][CH:2]([CH2:3][CH3:5])[C:1]([O:7][CH3:8])=[O:6])[CH2:10][CH3:11] |f:2.3,4.5.6|. Procedure details: A mixture of 6 g of methyl acetoacetate, 5 mL of 1-propylamine, 40 mL of 1,2-dichloroethane, 3 mL of glacial acetic acid and 16 g of sodium triacetoxyborohydride was stirred at room temperature for 4 days. The reaction mixture was poured into 200 mL chloroform and 50 mL saturated aqueous Na2CO3 and the layers separated. The aqueous layer was extracted with 200 mL of chloroform and the combined organic layers dried over MgSO4 and concentrated under reduced pressure. After drying under vacuum, 9 g...